Dataset: the Open Reaction Database (ORD), a public repository of structured organic reaction records. Task: describe an organic reaction: reactants, conditions, products, and yield Yield: 17.5%. Product: C(C)NC(=O)N1C[C@@H](CCC1)NC(C1=CC(=C(C=C1)N1CCN(CC1)C1=C(C=CC=C1)C)NC(=O)C=1OC=CC1)=O ((R)-3-[3-[(furan-2-carbonyl)-amino]-4-(4-o-tolyl-piperazin-1-yl)-benzoylamino]-piperidine-1-carboxylic acid ethylamide). Procedure: (R)-3-[3-[(Furan-2-carbonyl)-amino]-4-(4-o-tolyl-piperazin-1-yl)-benzoylamino]-piperidine-1-carboxylic acid tert-butyl ester (0.12 g, 0.204 mmol) was stirred with a mixture of DCM (1.0 mL) and TFA (1.0 mL) for 4 h. LC-MS indicated the completion of deprotection. The mixture was concentrated and dissolved in pyridine (5.0 mL). EtNCO (29 mg, 0.41 mmol) was added and the reaction mixture was stirred at 45° C. for 6 h. Pyridine was rotavaped out and the crude was dissolved in methanol and purified o... Reactants: C(C)(C)(C)OC(=O)N1C[C@@H](CCC1)NC(C1=CC(=C(C=C1)N1CCN(CC1)C1=C(C=CC=C1)C)NC(=O)C=1OC=CC1)=O ((R)-3-[3-[(Furan-2-carbonyl)-amino]-4-(4-o-tolyl-piperazin-1-yl)-benzoylamino]-piperidine-1-carboxylic acid tert-butyl ester), C(Cl)Cl (DCM), C(=O)(C(F)(F)F)O (TFA), C(C)N=C=O (EtNCO). Run in CO (methanol), N1=CC=CC=C1 (Pyridine). Reaction conditions: temperature 45 celsius, time 6 hour. As a reaction SMILES: C(OC([N:8]1[CH2:13][CH2:12][CH2:11][C@@H:10]([NH:14][C:15](=[O:43])[C:16]2[CH:21]=[CH:20][C:19]([N:22]3[CH2:27][CH2:26][N:25]([C:28]4[CH:33]=[CH:32][CH:31]=[CH:30][C:29]=4[CH3:34])[CH2:24][CH2:23]3)=[C:18]([NH:35][C:36]([C:38]3[O:39][CH:40]=[CH:41][CH:42]=3)=[O:37])[CH:17]=2)[CH2:9]1)=O)(C)(C)C.C(Cl)Cl.C(O)(C(F)(F)F)=O.[CH2:54]([N:56]=[C:57]=[O:58])[CH3:55]>CO.N1C=CC=CC=1>[CH2:54]([NH:56][C:57]([N:8]1[CH2:13][CH2:12][CH2:11][C@@H:10]([NH:14][C:15](=[O:43])[C:16]2[CH:21]=[CH:20][C:19]([N:22]3[CH2:23][CH2:24][N:25]([C:28]4[CH:33]=[CH:32][CH:31]=[CH:30][C:29]=4[CH3:34])[CH2:26][CH2:27]3)=[C:18]([NH:35][C:36]([C:38]3[O:39][CH:40]=[CH:41][CH:42]=3)=[O:37])[CH:17]=2)[CH2:9]1)=[O:58])[CH3:55].